Dataset: the Open Reaction Database (ORD), a public repository of structured organic reaction records. Task: describe an organic reaction: reactants, conditions, products, and yield RXN SMILES: [BH4-:33].[C:1]([c:2]1[cH:3][cH:4][cH:5][cH:6][cH:7]1)(=[O:8])[CH2:9][CH2:10][N:11]1[CH2:12][CH2:13][C:14]2([O:15][CH:16]([c:23]3[cH:24][cH:25][cH:26][cH:27][cH:28]3)[c:17]3[cH:18][cH:19][cH:20][cH:21][c:22]32)[CH2:29][CH2:30]1.[CH3:31][OH:32].[Na+:34].[OH2:35]>>[CH:1]([c:2]1[cH:3][cH:4][cH:5][cH:6][cH:7]1)([OH:8])[CH2:9][CH2:10][N:11]1[CH2:12][CH2:13][C:14]2([O:15][CH:16]([c:23]3[cH:24][cH:25][cH:26][cH:27][cH:28]3)[c:17]3[cH:18][cH:19][cH:20][cH:21][c:22]32)[CH2:29][CH2:30]1. The reactants are [BH4-], O=C(CCN1CCC2(CC1)OC(c1ccccc1)c1ccccc12)c1ccccc1, CO, [Na+], O. Yields the product OC(CCN1CCC2(CC1)OC(c1ccccc1)c1ccccc12)c1ccccc1. Starting materials: C1CCOC1, CI, ClCCl, FC(F)(F)c1ccnc(S)n1, [Na+], [OH-]. The product is CSc1nccc(C(F)(F)F)n1. Reaction SMILES: [CH2:19]1[O:20][CH2:21][CH2:22][CH2:23]1.[CH3:14][I:15].[Cl:16][CH2:17][Cl:18].[F:1][C:2]([c:3]1[n:4][c:5]([SH:9])[n:6][cH:7][cH:8]1)([F:10])[F:11].[Na+:13].[OH-:12]>>[F:1][C:2]([c:3]1[n:4][c:5]([S:9][CH3:17])[n:6][cH:7][cH:8]1)([F:10])[F:11]. Starting materials: C(C)(=O)N1CCC2=CC(=C(C=C12)I)S (1-Acetyl-2,3-dihydro-6-iodo-1H-indol-5-thiol), C([O-])([O-])=O.[K+].[K+] (potassium carbonate), Cl.N1=C(C=CC=C1)CCl (picolyl chloride hydrochloride). Solvent: CN(C)C=O (DMF). Conditions: time 65 hour. The product is C(C)(=O)N1CCC2=CC(=C(C=C12)I)SCC1=CC=NC=C1 (1-Acetyl-2,3-dihydro-6-iodo-5-(pyridin-4-ylmethylthio)-1H-indole). RXN SMILES: [C:1]([N:4]1[C:12]2[C:7](=[CH:8][C:9]([SH:14])=[C:10]([I:13])[CH:11]=2)[CH2:6][CH2:5]1)(=[O:3])[CH3:2].[C:15](=O)([O-])[O-].[K+].[K+].Cl.[N:22]1[CH:27]=[CH:26][CH:25]=[CH:24][C:23]=1CCl>CN(C=O)C>[C:1]([N:4]1[C:12]2[C:7](=[CH:8][C:9]([S:14][CH2:15][C:25]3[CH:24]=[CH:23][N:22]=[CH:27][CH:26]=3)=[C:10]([I:13])[CH:11]=2)[CH2:6][CH2:5]1)(=[O:3])[CH3:2] |f:1.2.3,4.5|. Reported procedure: 1-Acetyl-2,3-dihydro-6-iodo-1H-indol-5-thiol (D49) (0.346 g, 1.08 mmol) in dry DMF (5 ml) was treated with potassium carbonate (0.374 g, 3.71 mmol) followed by picolyl chloride hydrochloride (0.186 g, 1.13 mmol). After 65 h stirring at room temp. the reaction mixture was evaporated under reduced pressure and was partitioned between dichloromethane and water. The aqueous layer was then extracted with dichloromethane and the combined organic layers were then dried (Na2SO4) and evaporated under red...